Dataset: the Open Reaction Database (ORD), a public repository of structured organic reaction records. Task: describe an organic reaction: reactants, conditions, products, and yield The reactants are CN1CC(=O)CC(c2ccccc2)C1, CCC(C)[BH-](C(C)CC)C(C)CC, Cl, [Li+], C1CCOC1, O. The product is CN1CC(O)CC(c2ccccc2)C1, Cl. As a reaction SMILES: [CH3:1][N:2]1[CH2:3][C:4](=[O:14])[CH2:5][CH:6]([c:8]2[cH:9][cH:10][cH:11][cH:12][cH:13]2)[CH2:7]1.[CH:17]([BH-:18]([CH:19]([CH2:20][CH3:21])[CH3:22])[CH:23]([CH2:24][CH3:25])[CH3:26])([CH2:27][CH3:28])[CH3:29].[ClH:15].[Li+:30].[O:31]1[CH2:32][CH2:33][CH2:34][CH2:35]1.[OH2:16]>>[CH3:1][N:2]1[CH2:3][CH:4]([OH:14])[CH2:5][CH:6]([c:8]2[cH:9][cH:10][cH:11][cH:12][cH:13]2)[CH2:7]1.[ClH:15]. Reactants: CC1=CC=C(S1)C(CNC(C1=CC(=CC(=C1)C(F)(F)F)C(F)(F)F)=O)=O (N-[2-(5-methylthienyl)-2-oxoethyl]-3,5-bis(trifluoromethyl)benzamide), COC=1C=CC(=CC1)P2(=S)SP(=S)(S2)C=3C=CC(=CC3)OC (Lawesson's Reagent). Solvent: C1(=CC=CC=C1)C (toluene), C1(=CC=CC=C1)C (toluene). The product is CC1=CC=C(S1)C1=CN=C(S1)C1=CC(=CC(=C1)C(F)(F)F)C(F)(F)F (5-(5-methylthien-2-yl)-2-[3,5-bis(trifluoromethyl)phenyl]thiazole). The yield is 50.8%. RXN SMILES: [CH3:1][C:2]1[S:6][C:5]([C:7](=O)[CH2:8][NH:9][C:10](=O)[C:11]2[CH:16]=[C:15]([C:17]([F:20])([F:19])[F:18])[CH:14]=[C:13]([C:21]([F:24])([F:23])[F:22])[CH:12]=2)=[CH:4][CH:3]=1.COC1C=CC(P2(SP(C3C=CC(OC)=CC=3)(=S)S2)=[S:36])=CC=1>C1(C)C=CC=CC=1>[CH3:1][C:2]1[S:6][C:5]([C:7]2[S:36][C:10]([C:11]3[CH:16]=[C:15]([C:17]([F:20])([F:19])[F:18])[CH:14]=[C:13]([C:21]([F:24])([F:23])[F:22])[CH:12]=3)=[N:9][CH:8]=2)=[CH:4][CH:3]=1. Procedure: In a manner similar to Example 1, the reaction of N-[2-(5-methylthienyl)-2-oxoethyl]-3,5-bis(trifluoromethyl)benzamide (4.0 g, 0.01 mole) in toluene (100 ml) with a suspension of Lawesson's Reagent (2.0 g, 0.005 mole) in toluene (100 ml) yielded 1.0 g of 5-(5-methylthien-2-yl)-2-[3,5-bis(trifluoromethyl)phenyl]thiazole as a solid, m.p. 119.5°-121° C. The reactants are C1CCOC1, COC(=O)c1ccc(NC(=O)COc2ccc(Cl)cc2Cl)cc1, CCOC(C)=O, Cl, O. The product is O=C(COc1ccc(Cl)cc1Cl)Nc1ccc(C(=O)O)cc1. RXN SMILES: [CH2:31]1[O:32][CH2:33][CH2:34][CH2:35]1.[CH3:1][O:2][C:3]([c:4]1[cH:5][cH:6][c:7]([NH:10][C:11]([CH2:12][O:13][c:14]2[c:15]([Cl:21])[cH:16][c:17]([Cl:20])[cH:18][cH:19]2)=[O:22])[cH:8][cH:9]1)=[O:23].[CH3:25][CH2:26][O:27][C:28](=[O:29])[CH3:30].[ClH:24].[OH2:36]>>[O:2]=[C:3]([c:4]1[cH:5][cH:6][c:7]([NH:10][C:11]([CH2:12][O:13][c:14]2[c:15]([Cl:21])[cH:16][c:17]([Cl:20])[cH:18][cH:19]2)=[O:22])[cH:8][cH:9]1)[OH:23]. Starting materials: C(C)C(C(=O)O)CC1=CC(=C(C=C1)OC)C(CCC1=CC=C(C=C1)C(F)(F)F)=O (2-ethyl-3-[3-[3-[4-(trifluoromethyl)phenyl]propionyl]-4-methoxyphenyl]propanoic acid). Reagents/catalysts: [Pd] (palladium on carbon). Run in C(C)O (ethanol). Product: C(C)C(C(=O)O)CC1=CC(=C(C=C1)OC)CCCC1=CC=C(C=C1)C(F)(F)F (2-Ethyl-3-[3-[3-[4-(trifluoromethyl)phenyl]propyl]-4-methoxyphenyl]propanoic acid). Isolated yield 85.6%. As a reaction SMILES: [CH2:1]([CH:3]([CH2:7][C:8]1[CH:13]=[CH:12][C:11]([O:14][CH3:15])=[C:10]([C:16](=O)[CH2:17][CH2:18][C:19]2[CH:24]=[CH:23][C:22]([C:25]([F:28])([F:27])[F:26])=[CH:21][CH:20]=2)[CH:9]=1)[C:4]([OH:6])=[O:5])[CH3:2]>C(O)C.[Pd]>[CH2:1]([CH:3]([CH2:7][C:8]1[CH:13]=[CH:12][C:11]([O:14][CH3:15])=[C:10]([CH2:16][CH2:17][CH2:18][C:19]2[CH:24]=[CH:23][C:22]([C:25]([F:26])([F:27])[F:28])=[CH:21][CH:20]=2)[CH:9]=1)[C:4]([OH:6])=[O:5])[CH3:2]. Procedure details: A solution of 2-ethyl-3-[3-[3-[4-(trifluoromethyl)phenyl]propionyl]-4-methoxyphenyl]propanoic acid (224 mg, 0.548 mmol) in ethanol (30 mL) was hydrogenated for 7 hours with 10% palladium on carbon (250 mg) at room temperature under a hydrogen pressure of 392 kPa. The catalyst was removed by filtration and the filtrate was concentrated. The residue was purified by means of thin layer silica gel column chromatography (eluent: n-hexane: ethyl acetate:acetic acid=200:100:2 v/v/v) to afford 185 mg (8... Starting materials: CC(C)(C)[Si](C)(C)OCCCCC(O)C(c1cc(F)ccc1F)S(=O)(=O)c1ccc(Cl)cc1, CCOC(C)=O, CCCCCC, CCOC(C)=O, F, C1CCOC1, c1ccncc1. Yields the product O=S(=O)(c1ccc(Cl)cc1)C(c1cc(F)ccc1F)C(O)CCCCO. RXN SMILES: [C:1]([Si:2]([CH3:3])([CH3:4])[O:6][CH2:7][CH2:8][CH2:9][CH2:10][CH:11]([CH:12]([c:13]1[c:14]([F:20])[cH:15][cH:16][c:17]([F:19])[cH:18]1)[S:21](=[O:22])(=[O:23])[c:24]1[cH:25][cH:26][c:27]([Cl:30])[cH:28][cH:29]1)[OH:31])([CH3:5])([CH3:32])[CH3:33].[C:47]([O:48][CH2:49][CH3:50])(=[O:51])[CH3:52].[CH3:41][CH2:42][CH2:43][CH2:44][CH2:45][CH3:46].[CH3:58][CH2:59][O:60][C:61](=[O:62])[CH3:63].[FH:40].[O:53]1[CH2:54][CH2:55][CH2:56][CH2:57]1.[n:34]1[cH:35][cH:36][cH:37][cH:38][cH:39]1>>[OH:6][CH2:7][CH2:8][CH2:9][CH2:10][CH:11]([CH:12]([c:13]1[c:14]([F:20])[cH:15][cH:16][c:17]([F:19])[cH:18]1)[S:21](=[O:22])(=[O:23])[c:24]1[cH:25][cH:26][c:27]([Cl:30])[cH:28][cH:29]1)[OH:31]. Reactants: [NH4+].[OH-] (NH4OH), NC=1NC(C2=C(N1)N(N=N2)C2OC(CC2OC(C2=CC=CC=C2)=O)C=CP(=O)(OCC)OCC)=O (Benzoic acid 2-(5-amino-7-oxo-6,7-dihydro-[1,2,3]triazolo[4,5-d]pyrimidin-3-yl)-5-[2-(diethoxy-phosphoryl)-vinyl]-tetrahydro-furan-3-yl ester), N1=C(C=CC=C1C)C (2,6-lutidine), C[Si](C)(C)Br (TMSBr), C(=O)(O)[O-].[Na+] (NaHCO3). The solvent is CC#N (CH3CN), CC#N (CH3CN). Conditions: time 2 hour. The product is NC=1NC(C2=C(N1)N(N=N2)C2C(CC(O2)C=CP(O)(O)=O)O)=O ({2-[5-(5-Amino-7-oxo-6,7-dihydro-[1,2,3]triazolo[4,5-d]pyrimidin-3-yl)-4-hydroxy-tetrahydro-furan-2-yl]-vinyl}-phosphonic acid). Yield: 82.6%. RXN SMILES: [NH2:1][C:2]1[NH:3][C:4](=[O:35])[C:5]2[N:10]=[N:9][N:8]([CH:11]3[CH:15]([O:16]C(=O)C4C=CC=CC=4)[CH2:14][CH:13]([CH:25]=[CH:26][P:27]([O:32]CC)([O:29]CC)=[O:28])[O:12]3)[C:6]=2[N:7]=1.N1C(C)=CC=CC=1C.C[Si](Br)(C)C.[NH4+].[OH-].C([O-])(O)=O.[Na+]>CC#N>[NH2:1][C:2]1[NH:3][C:4](=[O:35])[C:5]2[N:10]=[N:9][N:8]([CH:11]3[O:12][CH:13]([CH:25]=[CH:26][P:27](=[O:28])([OH:29])[OH:32])[CH2:14][CH:15]3[OH:16])[C:6]=2[N:7]=1 |f:3.4,5.6|. Reported procedure: Compound 10.1 (390 mg, 0.774 mmol) was dissolved in 15 mL CH3CN, treated with 2,6-lutidine (0.3 mL, 2.59 mmol) and TMSBr (1.5 mL, 11.4 mmol). The mixture was stirred for 2 h and coevaporated with CH3CN under reduced pressure. The residue was treated with NH4OH (10 mL) and stirred at 45° C. for 1.5 h. The mixture was treated with 500 mg NaHCO3 and concentrated down under reduced pressure. The residue was subjected to reverse phase HPLC eluting with 0-25% CH3CN in water to yield compound 10.2 (220... Reactants: COC(C(CNC(=O)N1CCC2(C(N(CN2C2=CC=CC=C2)C)=O)CC1)NCC1=C(C=CC=C1Cl)Cl)=O (2-(2,6-dichlorobenzylamino)-3-((3-methyl-4-oxo-1-phenyl-1,3,8-triazaspiro[4.5]decane-8-carbonyl)amino)propionic acid methyl ester), Cl (hydrochloric acid). The solvent is O1CCCC1 (tetrahydrofuran), [OH-].[Li+] (lithium hydroxide). Reaction conditions: time 8 hour. Yields the product ClC1=C(CNC(C(=O)O)CNC(=O)N2CCC3(C(N(CN3C3=CC=CC=C3)C)=O)CC2)C(=CC=C1)Cl (2-(2,6-dichlorobenzylamino)-3-((3-methyl-4-oxo-1-phenyl-1,3,8-triazaspiro[4.5]decane-8-carbonyl)amino)propionic acid). The yield is 80.3%. As a reaction SMILES: C[O:2][C:3](=[O:37])[CH:4]([NH:27][CH2:28][C:29]1[C:34]([Cl:35])=[CH:33][CH:32]=[CH:31][C:30]=1[Cl:36])[CH2:5][NH:6][C:7]([N:9]1[CH2:26][CH2:25][C:12]2([N:16]([C:17]3[CH:22]=[CH:21][CH:20]=[CH:19][CH:18]=3)[CH2:15][N:14]([CH3:23])[C:13]2=[O:24])[CH2:11][CH2:10]1)=[O:8].Cl>O1CCCC1.[OH-].[Li+]>[Cl:35][C:34]1[CH:33]=[CH:32][CH:31]=[C:30]([Cl:36])[C:29]=1[CH2:28][NH:27][CH:4]([CH2:5][NH:6][C:7]([N:9]1[CH2:26][CH2:25][C:12]2([N:16]([C:17]3[CH:22]=[CH:21][CH:20]=[CH:19][CH:18]=3)[CH2:15][N:14]([CH3:23])[C:13]2=[O:24])[CH2:11][CH2:10]1)=[O:8])[C:3]([OH:37])=[O:2] |f:3.4|. Procedure details: To a solution of 132 mg (0.24 mmol) of 2-(2,6-dichlorobenzylamino)-3-((3-methyl-4-oxo-1-phenyl-1,3,8-triazaspiro[4.5]decane-8-carbonyl)amino)propionic acid methyl ester in 3 ml of tetrahydrofuran, 2.6 ml of 0.1M aqueous lithium hydroxide solution was added, and the resulting mixture was stirred overnight at room temperature. To the reaction mixture, 0.1M hydrochloric acid was added, and the resulting mixture was extracted with chloroform. Organic phases were combined, washed with saturated salin...